This data is from the Open Reaction Database (ORD), a public repository of structured organic reaction records. The task is: describe an organic reaction: reactants, conditions, products, and yield Starting materials: C(C1=CC=CC=C1)OC=1C=2N(C=C(C1)Cl)N=CC2C(=O)OC (methyl 4-(benzyloxy)-6-chloropyrazolo[1,5-a]pyridine-3-carboxylate), [H-].[Al+3].[Li+].[H-].[H-].[H-] (lithium aluminum hydride). Solvent: C1CCOC1 (THF). Reaction conditions: time 30 minute. Product: C(C1=CC=CC=C1)OC=1C=2N(C=C(C1)Cl)N=CC2CO ((4-(benzyloxy)-6-chloropyrazolo[1,5-a]pyridin-3-yl)methanol). Reaction SMILES: [CH2:1]([O:8][C:9]1[C:10]2[N:11]([N:16]=[CH:17][C:18]=2[C:19](OC)=[O:20])[CH:12]=[C:13]([Cl:15])[CH:14]=1)[C:2]1[CH:7]=[CH:6][CH:5]=[CH:4][CH:3]=1.[H-].[Al+3].[Li+].[H-].[H-].[H-]>C1COCC1>[CH2:1]([O:8][C:9]1[C:10]2[N:11]([N:16]=[CH:17][C:18]=2[CH2:19][OH:20])[CH:12]=[C:13]([Cl:15])[CH:14]=1)[C:2]1[CH:3]=[CH:4][CH:5]=[CH:6][CH:7]=1 |f:1.2.3.4.5.6|. Reported procedure: To a solution of methyl 4-(benzyloxy)-6-chloropyrazolo[1,5-a]pyridine-3-carboxylate (220 mg, 0.692 mmol) in THF (3.0 mL) at 0° C. was added lithium aluminum hydride (0.783 mL, 0.783 mmol, 1M solution in THF). The reaction was warmed to room temperature and was stirred for 30 minutes. The reaction was quenched by the addition of a saturated aqueous solution of KHSO4 and was then diluted with EtOAc. The layers were separated and the aqueous layer was washed with EtOAc several times until no longer... The reactants are C(=C)S(=O)(=O)C1=CC=C(C=C1)Cl (p-chlorophenyl vinyl sulfone), C1(=CC=CC=C1)SCl (benzenesulfenyl chloride), C(Cl)(Cl)(Cl)Cl (carbon tetrachloride). Yields the product C1(=CC=CC=C1)SC(CCl)S(=O)(=O)C1=CC=C(C=C1)Cl (2-CHLORO-1-(p-CHLOROPHENYLSULFONYL)ETHYL PHENYL SULFIDE). Reaction SMILES: [CH:1]([S:3]([C:6]1[CH:11]=[CH:10][C:9]([Cl:12])=[CH:8][CH:7]=1)(=[O:5])=[O:4])=[CH2:2].[C:13]1([S:19]Cl)[CH:18]=[CH:17][CH:16]=[CH:15][CH:14]=1.C(Cl)(Cl)(Cl)[Cl:22]>>[C:13]1([S:19][CH:1]([S:3]([C:6]2[CH:11]=[CH:10][C:9]([Cl:12])=[CH:8][CH:7]=2)(=[O:4])=[O:5])[CH2:2][Cl:22])[CH:18]=[CH:17][CH:16]=[CH:15][CH:14]=1. Procedure: A solution of 29.4 g (0.145 mole) of p-chlorophenyl vinyl sulfone in 50 ml of carbon tetrachloride at 22° was treated with 21.0 g (0.145 mole) of benzenesulfenyl chloride. There was an exotherm to 32°. The solution was removed at reduced pressure and the residue recrystallized from benzene to give product of m.p. 108.5°-109.5° C. Reactants: BrC1=CC=C(C=C1)S(=O)(=O)N[C@H](C(=O)O)CC1=CC=CC=C1 ((S)-2-(4-bromobenzenesulfonylamino)-3-phenylpropanoic acid), C1(CCCCC1)N=C=NC1CCCCC1 (N,N'-dicyclohexylcarbodiimide), NC1=CC=C(C(=O)OCC)C=C1 (ethyl 4-aminobenzoate). Run in ClCCl (dichloromethane). The product is BrC1=CC=C(C=C1)S(=O)(=O)N[C@H](C(=O)NC1=CC=C(C=C1)C(=O)OCC)CC1=CC=CC=C1 ((S)-2-(4-bromobenzenesulfonylamino)-N-(4-ethoxycarbonylphenyl)-3-phenylpropanamide). Reaction SMILES: [Br:1][C:2]1[CH:7]=[CH:6][C:5]([S:8]([NH:11][C@@H:12]([CH2:16][C:17]2[CH:22]=[CH:21][CH:20]=[CH:19][CH:18]=2)[C:13](O)=[O:14])(=[O:10])=[O:9])=[CH:4][CH:3]=1.[NH2:23][C:24]1[CH:34]=[CH:33][C:27]([C:28]([O:30][CH2:31][CH3:32])=[O:29])=[CH:26][CH:25]=1.C1(N=C=NC2CCCCC2)CCCCC1>ClCCl>[Br:1][C:2]1[CH:7]=[CH:6][C:5]([S:8]([NH:11][C@@H:12]([CH2:16][C:17]2[CH:18]=[CH:19][CH:20]=[CH:21][CH:22]=2)[C:13]([NH:23][C:24]2[CH:25]=[CH:26][C:27]([C:28]([O:30][CH2:31][CH3:32])=[O:29])=[CH:33][CH:34]=2)=[O:14])(=[O:9])=[O:10])=[CH:4][CH:3]=1. Procedure details: The procedure described in Example 180 was repeated, except that (S)-2-(4-bromobenzenesulfonylamino)-3-phenylpropanoic acid (2 g) and ethyl 4-aminobenzoate were condensed in dichloromethane (100 ml) in the presence of N,N'-dicyclohexylcarbodiimide (1.29 g). The reaction mixture was filtered, and the filtrate was concentrated. The resulting crude product was recrystallized from a mixture of carbon tetrachloride and ethanol to obtain (S)-2-(4-bromobenzenesulfonylamino)-N-(4-ethoxycarbonylphenyl)-3...